This data is from the Open Reaction Database (ORD), a public repository of structured organic reaction records. The task is: describe an organic reaction: reactants, conditions, products, and yield The reactants are C(CC)(=O)C=1C=C(C#N)C=CC1 (3-Propionyl-benzonitrile), C(C)O (ethanol), [OH-].[K+] (KOH). Reaction conditions: time 16 hour. Yields the product COC(C1=CC(=CC=C1)C(CC)=O)=O (3-propionyl-benzoic acid methyl ester). Yield: 56.0%. As a reaction SMILES: [C:1]([C:5]1[CH:6]=[C:7]([CH:10]=[CH:11][CH:12]=1)[C:8]#N)(=[O:4])[CH2:2][CH3:3].[OH-:13].[K+].[CH2:15]([OH:17])C>>[CH3:15][O:17][C:8](=[O:13])[C:7]1[CH:10]=[CH:11][CH:12]=[C:5]([C:1](=[O:4])[CH2:2][CH3:3])[CH:6]=1 |f:1.2|. Reported procedure: 3-Propionyl-benzonitrile (0.61 g, 3.8 mmol) was refluxed in ethanol (5.3 mL) and KOH (0.48 g, 8.5 mmol) for 2 h. The ethanol was evaporated and the residue suspended in water (5 mL) and treated with 2N HCl (3.7 mL) to pH 1-2. The slurry was extracted with ethyl acetate. The combined organic phases were washed with water and saturated sodium chloride, dried over sodium sulphate and evaporated. The residue was dissolved in methanol (3.5 mL) and treated with 97% sulfuric acid (0.26 mL). The mixture...